This data is from the Open Reaction Database (ORD), a public repository of structured organic reaction records. The task is: describe an organic reaction: reactants, conditions, products, and yield Reactants: CC(C)O, [Cl-], COc1cc[nH+]c(CCl)c1OC, Cc1cc2nc(S)[nH]c2c(C)c1OC(F)F. Yields the product COc1ccnc(CSc2nc3c(C)c(OC(F)F)c(C)cc3[nH]2)c1OC. As a reaction SMILES: [CH:30]([OH:31])([CH3:32])[CH3:33].[Cl-:17].[Cl:18][CH2:19][c:20]1[nH+:21][cH:22][cH:23][c:24]([O:28][CH3:29])[c:25]1[O:26][CH3:27].[F:1][CH:2]([O:3][c:4]1[c:5]([CH3:15])[c:6]2[c:7]([n:8][c:9]([SH:11])[nH:10]2)[cH:12][c:13]1[CH3:14])[F:16]>>[F:1][CH:2]([O:3][c:4]1[c:5]([CH3:15])[c:6]2[c:7]([nH:8][c:9]([S:11][CH2:19][c:20]3[n:21][cH:22][cH:23][c:24]([O:28][CH3:29])[c:25]3[O:26][CH3:27])[n:10]2)[cH:12][c:13]1[CH3:14])[F:16]. Reactants: C(CCCCC)N1C(CC(C2=CC(=CC=C12)C(C)=O)(C)C)=O (N-Hexyl-6-acetyl-4,4-dimethyl-3,4-dihydro-1H-quinolin-2-one), ICCCCCCCCC (1-iodo-n-nonane). Product: C(CCCCCCCC)N1C(CC(C2=CC(=CC=C12)C(C)=O)(C)C)=O (N-Nonyl-6-acetyl-4,4-dimethyl-3,4-dihydro-1H-quinolin-2-one). RXN SMILES: [CH2:1]([N:7]1[C:16]2[C:11](=[CH:12][C:13]([C:17](=[O:19])[CH3:18])=[CH:14][CH:15]=2)[C:10]([CH3:21])([CH3:20])[CH2:9][C:8]1=[O:22])[CH2:2][CH2:3][CH2:4][CH2:5][CH3:6].I[CH2:24][CH2:25][CH2:26]CCCCCC>>[CH2:1]([N:7]1[C:16]2[C:11](=[CH:12][C:13]([C:17](=[O:19])[CH3:18])=[CH:14][CH:15]=2)[C:10]([CH3:21])([CH3:20])[CH2:9][C:8]1=[O:22])[CH2:2][CH2:3][CH2:4][CH2:5][CH2:6][CH2:24][CH2:25][CH3:26]. Procedure details: Following a procedure similar to that used for the preparation of Intermediate 6a but using 1-iodo-n-nonane as the alkylating reagent the title compound was obtained as a colorless oil (70% yield). Reactants: CC1=CC=C(C=CC2=C(C(=O)O)C=CC=N2)C=C1 (2-(p-methylstyryl)nicotinic acid). Reagents/catalysts: [C].[Pd] (palladium-carbon). The solvent is C(C)O (ethanol), Cl (hydrochloric acid). The product is CC1=CC=C(CCC2=C(C(=O)O)C=CC=N2)C=C1 (2-(p-methylphenethyl)nicotinic acid). The yield is 89.0%. RXN SMILES: [CH3:1][C:2]1[CH:18]=[CH:17][C:5]([CH:6]=[CH:7][C:8]2[N:16]=[CH:15][CH:14]=[CH:13][C:9]=2[C:10]([OH:12])=[O:11])=[CH:4][CH:3]=1>C(O)C.Cl.[C].[Pd]>[CH3:1][C:2]1[CH:3]=[CH:4][C:5]([CH2:6][CH2:7][C:8]2[N:16]=[CH:15][CH:14]=[CH:13][C:9]=2[C:10]([OH:12])=[O:11])=[CH:17][CH:18]=1 |f:3.4|. Reported procedure: 9.56 g of 2-(p-methylstyryl)nicotinic acid was dissolved in 190 ml of ethanol and 3.3 ml of concentrated hydrochloric acid. To the solution was added 1.00 g of 5% palladium-carbon (catalyst), and the mixture was subjected to hydrogenation at 40° C. at atmospheric pressure. The reaction mixture was filtered to remove the catalyst, and the filtrate was subjected to distillation under reduced pressure to remove the solvent. To the resulting residue was added 100 ml of water and the mixture was adju... The reactants are CC(C)(C)O, C[N+]1([O-])CCOCC1, Nc1nc(Cl)c2ncn(C3CC=C(CO)C3)c2n1, O, c1ncc2[nH]cnc2n1. Yields the product Nc1nc(Cl)c2ncn(C3CC(O)C(O)(CO)C3)c2n1. RXN SMILES: [C:27]([OH:28])([CH3:29])([CH3:30])[CH3:31].[CH3:19][N+:20]1([O-:21])[CH2:22][CH2:23][O:24][CH2:25][CH2:26]1.[NH2:1][c:2]1[n:3][c:4]([Cl:18])[c:5]2[n:6][cH:7][n:8]([CH:11]3[CH2:12][CH:13]=[C:14]([CH2:16][OH:17])[CH2:15]3)[c:9]2[n:10]1.[OH2:41].[n:32]1[cH:33][c:34]2[c:35]([n:36][cH:37][nH:38]2)[n:39][cH:40]1>>[NH2:1][c:2]1[n:3][c:4]([Cl:18])[c:5]2[n:6][cH:7][n:8]([CH:11]3[CH2:12][CH:13]([OH:41])[C:14]([CH2:16][OH:17])([OH:21])[CH2:15]3)[c:9]2[n:10]1. The reactants are ClC1=NC=CC=C1Cl (2,3-dichloropyridine), O1NC=CC2=C1C=CC=C2 (benzoxazine), [H-].[Na+] (NaH), O1CCNC2=C1C=CC=C2 (3,4-dihydro-2H-1,4-benzoxazine), [H-].[Na+] (sodium hydride), oil, ClC1=NC=CC=C1Cl (2,3-dichloropyridine). Solvent: C(C)(=O)OCC (ethyl acetate), C(C)(=O)O (acetic acid), O1CCOCC1 (dioxane). Run at time 15 minute. Product: ClC=1C(=NC=CC1)N1CCOC2=C1C=CC=C2 (4-(3-chloropyridin-2-yl)-3,4-dihydro-2H-1,4-benzoxazine). The yield is 46.0%. RXN SMILES: [O:1]1[C:6]2[CH:7]=[CH:8][CH:9]=[CH:10][C:5]=2[NH:4][CH2:3][CH2:2]1.[H-].[Na+].Cl[C:14]1[C:19]([Cl:20])=[CH:18][CH:17]=[CH:16][N:15]=1.O1C2C=CC=CC=2C=CN1>O1CCOCC1.C(OCC)(=O)C.C(O)(=O)C>[Cl:20][C:19]1[C:14]([N:4]2[C:5]3[CH:10]=[CH:9][CH:8]=[CH:7][C:6]=3[O:1][CH2:2][CH2:3]2)=[N:15][CH:16]=[CH:17][CH:18]=1 |f:1.2|. Procedure: To a solution of 3,4-dihydro-2H-1,4-benzoxazine (198 mg, 1-47 mmol) in dry dioxane (3 mL) was added 60% sodium hydride/mineral oil (90 mg, 2.25 mmol) and let stir at ambient temperature for 15 min. Then 2,3-dichloropyridine (264 mg, 1.78 mmol) was added and the mixture was warm to 80 C. Over 24 hours periodically added small portions (˜10 mg) of NaH and another 90 mg of 2,3-dichloropyridine until all of the benzoxazine was gone. Cooled and diluted with ethyl acetate, neutralized with acetic acid... Reactants: Cl.N[C@H]1CN(CC1)C[C@H](O)C1=C(C2=C(C(OC2)=O)C=C1)C (5-{(1R)-2-[(3R)-3-aminopyrrolidin-1-yl]-1-hydroxyethyl}-4-methyl-2-benzofuran-1(3H)-one hydrochloride), Cl.N[C@H]1CN(CC1)C[C@H](O)C1=C(C2=C(C(OC2)=O)C=C1)C (5-{(1R)-2-[(3R)-3-aminopyrrolidin-1-yl]-1-hydroxyethyl}-4-methyl-2-benzofuran-1(3H)-one hydrochloride), C(#N)C1=CC=C(C=C1)S(=O)(=O)Cl (4-cyanobenzene-1-sulfonyl chloride). The product is C(#N)C1=CC=C(C=C1)S(=O)(=O)N[C@H]1CN(CC1)C[C@@H](C=1C(=C2COC(C2=CC1)=O)C)O (4-Cyano-N—((R)-1-((R)-2-hydroxy-2-(4-methyl-1-oxo-1,3-dihydroisobenzofuran-5-yl)ethyl)pyrrolidin-3-yl)benzenesulfonamide). Reaction SMILES: Cl.[NH2:2][C@@H:3]1[CH2:7][CH2:6][N:5]([CH2:8][C@@H:9]([C:11]2[CH:20]=[CH:19][C:14]3[C:15](=[O:18])[O:16][CH2:17][C:13]=3[C:12]=2[CH3:21])[OH:10])[CH2:4]1.[C:22]([C:24]1[CH:29]=[CH:28][C:27]([S:30](Cl)(=[O:32])=[O:31])=[CH:26][CH:25]=1)#[N:23]>>[C:22]([C:24]1[CH:25]=[CH:26][C:27]([S:30]([NH:2][C@@H:3]2[CH2:7][CH2:6][N:5]([CH2:8][C@H:9]([OH:10])[C:11]3[C:12]([CH3:21])=[C:13]4[C:14](=[CH:19][CH:20]=3)[C:15](=[O:18])[O:16][CH2:17]4)[CH2:4]2)(=[O:32])=[O:31])=[CH:28][CH:29]=1)#[N:23] |f:0.1|. Procedure: 4-Cyano-N—((R)-1-((R)-2-hydroxy-2-(4-methyl-1-oxo-1,3-dihydroisobenzofuran-5-yl)ethyl)pyrrolidin-3-yl)benzenesulfonamide was prepared in a similar fashion to that described for the synthesis of EXAMPLE 14 starting from 5-{(1R)-2-[(3R)-3-Aminopyrrolidin-1-yl]-1-hydroxyethyl}-4-methyl-2-benzofuran-1(3H)-one hydrochloride [INTERMEDIATE 4] and 4-cyanobenzene-1-sulfonyl chloride. Reactants: CC1=C2C=C(NC2=CC2=C1SC1=C2C=CC=C1)C(=O)OCC (Ethyl 4-methyl-1H-[1]-benzothieno[2,3-f]indole-2-carboxylate), C([O-])([O-])=O.[Cs+].[Cs+] (Caesium carbonate). Run in CO (methanol), O (water). Yields the product CC1=C2C=C(NC2=CC2=C1SC1=C2C=CC=C1)C(=O)O (4-Methyl-1H-[1]benzothieno[2,3-f]indole-2-carboxylic Acid). As a reaction SMILES: [CH3:1][C:2]1[C:10]2[S:11][C:12]3[CH:17]=[CH:16][CH:15]=[CH:14][C:13]=3[C:9]=2[CH:8]=[C:7]2[C:3]=1[CH:4]=[C:5]([C:18]([O:20]CC)=[O:19])[NH:6]2.C(=O)([O-])[O-].[Cs+].[Cs+]>CO.O>[CH3:1][C:2]1[C:10]2[S:11][C:12]3[CH:17]=[CH:16][CH:15]=[CH:14][C:13]=3[C:9]=2[CH:8]=[C:7]2[C:3]=1[CH:4]=[C:5]([C:18]([OH:20])=[O:19])[NH:6]2 |f:1.2.3|. Reported procedure: Ethyl 4-methyl-1H-[1]-benzothieno[2,3-f]indole-2-carboxylate (1.0 g, 3.2 mmol) was suspended in a mixture of methanol (110 ml) and water (30 ml). Caesium carbonate (10 g) was added and the mixture was heated at reflux under nitrogen for 2 h. The solution was allowed to cool to room temperature, and the methanol was removed in vacuo. The solution was acidified with 0.1 Molar Hydrochloric acid and the resulting yellow precipitate was collected by filtration and washed with water. The wet precipita... The reactants are FC(C=1C=CC=C(C1)C(C)=O)(F)F (1-[5-(Trifluoromethyl)phenyl]ethanone), COC(N(C)C)OC (1,1-dimethoxy-N,N-dimethylmethanamine). Reaction conditions: temperature 120 celsius. Yields the product CN(/C=C/C(=O)C1=CC(=CC=C1)C(F)(F)F)C ((2E)-3-(dimethylamino)-1-[3-(trifluoromethyl)phenyl]prop-2-en-1-one). As a reaction SMILES: [F:1][C:2]([F:13])([F:12])[C:3]1[CH:4]=[CH:5][CH:6]=[C:7]([C:9](=[O:11])[CH3:10])[CH:8]=1.CO[CH:16](OC)[N:17]([CH3:19])[CH3:18]>>[CH3:16][N:17]([CH3:19])/[CH:18]=[CH:10]/[C:9]([C:7]1[CH:6]=[CH:5][CH:4]=[C:3]([C:2]([F:12])([F:13])[F:1])[CH:8]=1)=[O:11]. Reported procedure: 1-[5-(Trifluoromethyl)phenyl]ethanone (0.20 mL, 0.0013 mol) and 1,1-dimethoxy-N,N-dimethylmethanamine (0.17 mL, 0.0013 mol) were combined in a sealed tube and heated in a microwave to 120° C. for 15 minutes, the reaction was allowed to cool and was concentrated to remove the residual DMF acetal, to give (2E)-3-(dimethylamino)-1-[3-(trifluoromethyl)phenyl]prop-2-en-1-one, 0.32 gm, as a red oil, LC/MS (M+H)+: 244.